describe an organic reaction: reactants, conditions, products, and yield From a dataset of the Open Reaction Database (ORD), a public repository of structured organic reaction records. Reactants: C1(=CC=CC=C1)CC=O (phenylacetaldehyde), CC1OC(=C(C1=O)O)C (2.5-dimethyl-4-hydroxy-3-(2H)-furanone), B(O)(O)O (boric acid). Reaction conditions: temperature 80 celsius, time 3 hour. Yields the product OC(CC1=CC=CC=C1)C1(OC(=C(C1=O)O)C)C (2-(1-hydroxy-2-phenylethyl)-2,5-dimethyl-4-hydroxy-3-(2H)-furanone). Isolated yield 23.0%. As a reaction SMILES: [C:1]1([CH2:7][CH:8]=[O:9])[CH:6]=[CH:5][CH:4]=[CH:3][CH:2]=1.[CH3:10][CH:11]1[C:15](=[O:16])[C:14]([OH:17])=[C:13]([CH3:18])[O:12]1.B(O)(O)O>>[OH:9][CH:8]([C:13]1([CH3:18])[C:14](=[O:17])[C:15]([OH:16])=[C:11]([CH3:10])[O:12]1)[CH2:7][C:1]1[CH:6]=[CH:5][CH:4]=[CH:3][CH:2]=1. Procedure: To a mixture of 6 g (0.05 mole) phenylacetaldehyde and 1.28 g (0.01 mole) of 2.5-dimethyl-4-hydroxy-3-(2H)-furanone was added 60 mg of boric acid and the mixture was stirred at 80°C for 3 hours. After working up the reaction mixture as described earlier, 0.57 g (23%) of the title compound was obtained, with melting point 157.5°-159°C.